Dataset: the Open Reaction Database (ORD), a public repository of structured organic reaction records. Task: describe an organic reaction: reactants, conditions, products, and yield The reactants are C1(=CC=CC=C1)B(O)O (phenyl boronic acid), [B] (boron), C1(=CC=CC=C1)O (phenol), CC(C#N)CCC#N (2-methylglutaronitrile), cresol esters, organo boron, anhydride, C1(=CC=CC=C1)B(C1=CC=CC=C1)C1=CC=CC=C1 (triphenyl boron), C(C)(C)(C)C1=C(C(=C(O)C=C1)O)B(OC1=CC=CC=C1)[O-] (phenyl t-butylcatecholboronate), C=CC=C (butadiene), C(CCCCC#N)#N (adiponitrile). Reagents/catalysts: [Ni] (nickel). Product: C(C)(C)(C)C1=C(C(=C(O)C=C1)O)B([O-])[O-] (t-butylcatecholboronate), C(C)(C)(C)C1=C(C(O)=CC=C1)O (t-butylcatechol), [B] (boron). RXN SMILES: C=CC=C.[B].CC(CCC#N)C#N.C(#N)CCCCC#N.[C:22]([C:26]1[CH:32]=[CH:31][C:29]([OH:30])=[C:28]([OH:33])[C:27]=1[B:34]([O-:42])[O:35]C1C=CC=CC=1)([CH3:25])([CH3:24])[CH3:23].C1([B:49](C2C=CC=CC=2)C2C=CC=CC=2)C=CC=CC=1.C1(B(O)[OH:69])C=CC=CC=1.C1(O)C=CC=CC=1>[Ni]>[C:22]([C:26]1[CH:32]=[CH:31][C:29]([OH:30])=[C:28]([OH:33])[C:27]=1[B:34]([O-:42])[O-:35])([CH3:25])([CH3:23])[CH3:24].[C:22]([C:26]1[CH:32]=[CH:31][CH:29]=[C:28]([OH:33])[C:27]=1[OH:69])([CH3:25])([CH3:24])[CH3:23].[B:49]. Procedure: The product of the hydrocyanation of butadiene using a nickel catalyst and a boron promoter contains 2-methylglutaronitrile, adiponitrile, phenyl t-butylcatecholboronate, and other organo boron compounds such as triphenyl boron, phenyl boronic acid, its anhydride and its phenol and cresol esters. (The t-butylcatecholboronate is formed by the reaction of t-butylcatechol with a boron compound. The t-butylcatechol is an additive used to inhibit the polymerization of butadiene.) This mixture is comb... The reactants are Cc1cc(C)n2nc(C=O)nc2n1, CO, CC(C)Oc1ccc(CCC2(C3CCCC3)CC(=O)CC(=O)O2)cc1Cl, ClCCl, Cl. Yields the product Cc1cc(C)n2nc(CC3=C(O)CC(CCc4ccc(OC(C)C)c(Cl)c4)(C4CCCC4)OC3=O)nc2n1. RXN SMILES: [CH3:27][c:28]1[n:29][c:30]2[n:31]([c:32]([CH3:34])[cH:33]1)[n:35][c:36]([CH:38]=[O:39])[n:37]2.[CH3:41][OH:42].[Cl:1][c:2]1[cH:3][c:4]([CH2:12][CH2:13][C:14]2([CH:22]3[CH2:23][CH2:24][CH2:25][CH2:26]3)[CH2:15][C:16](=[O:21])[CH2:17][C:18](=[O:20])[O:19]2)[cH:5][cH:6][c:7]1[O:8][CH:9]([CH3:10])[CH3:11].[Cl:43][CH2:44][Cl:45].[ClH:40]>>[Cl:1][c:2]1[cH:3][c:4]([CH2:12][CH2:13][C:14]2([CH:22]3[CH2:23][CH2:24][CH2:25][CH2:26]3)[CH2:15][C:16]([OH:21])=[C:17]([CH2:38][c:36]3[n:35][n:31]4[c:30]([n:29][c:28]([CH3:27])[cH:33][c:32]4[CH3:34])[n:37]3)[C:18](=[O:20])[O:19]2)[cH:5][cH:6][c:7]1[O:8][CH:9]([CH3:10])[CH3:11]. Reactants: C1(=CC=CC=C1)C=1OC(=C(N1)C(=O)NC1=CC=C(C=C1)C1=CC=C(C=C1)C(=O)[C@H]1[C@@H](CCC1)C(=O)O)C(F)(F)F (racemic trans-2-{4′-[(2-phenyl-5-trifluoromethyl-oxazole-4-carbonyl)-amino]-biphenyl-4-carbonyl}-cyclopentanecarboxylic acid), C1(=CC=CC=C1)C=1OC(=C(N1)C(=O)NC1=CC=C(C=C1)C1=CC=C(C=C1)C(=O)C1C(CCCC1)C(=O)O)C(F)(F)F (racemic 2-{4′-[(2-phenyl-5-trifluoromethyl-oxazole-4-carbonyl)-amino]-biphenyl-4-carbonyl}-cyclohexanecarboxylic acid), C1(=CC=CC=C1)C=1OC(=C(N1)C(=O)O)C(F)(F)F (2-phenyl-5-trifluoromethyl-oxazole-4-carboxylic acid), NC1=CC=C(C=C1)C1=CC=C(C=C1)C(=O)[C@H]1[C@@H](CCCC1)C(=O)O (racemic trans-2-(4′-amino-biphenyl-4-carbonyl)-cyclohexanecarboxylic acid). Yields the product C1(=CC=CC=C1)C=1OC(=C(N1)C(=O)NC1=CC=C(C=C1)C1=CC=C(C=C1)C(=O)[C@@H]1[C@H](CCCC1)C(=O)O)C(F)(F)F ((1S,2S)-2-{4′-[(2-phenyl-5-trifluoromethyl-oxazole-4-carbonyl)-amino]-biphenyl-4-carbonyl}-cyclohexanecarboxylic acid). RXN SMILES: C1(C2OC(C(F)(F)F)=C(C(NC3C=CC(C4C=CC(C([C@@H]5CCC[C@H]5C(O)=O)=O)=CC=4)=CC=3)=O)N=2)C=CC=CC=1.[C:41]1([C:47]2[O:48][C:49]([C:78]([F:81])([F:80])[F:79])=[C:50]([C:52]([NH:54][C:55]3[CH:60]=[CH:59][C:58]([C:61]4[CH:66]=[CH:65][C:64]([C:67]([CH:69]5[CH2:74][CH2:73][CH2:72][CH2:71][CH:70]5[C:75]([OH:77])=[O:76])=[O:68])=[CH:63][CH:62]=4)=[CH:57][CH:56]=3)=[O:53])[N:51]=2)[CH:46]=[CH:45][CH:44]=[CH:43][CH:42]=1.C1(C2OC(C(F)(F)F)=C(C(O)=O)N=2)C=CC=CC=1.NC1C=CC(C2C=CC(C([C@@H]3CCCC[C@H]3C(O)=O)=O)=CC=2)=CC=1>>[C:41]1([C:47]2[O:48][C:49]([C:78]([F:80])([F:81])[F:79])=[C:50]([C:52]([NH:54][C:55]3[CH:56]=[CH:57][C:58]([C:61]4[CH:66]=[CH:65][C:64]([C:67]([C@H:69]5[CH2:74][CH2:73][CH2:72][CH2:71][C@@H:70]5[C:75]([OH:77])=[O:76])=[O:68])=[CH:63][CH:62]=4)=[CH:59][CH:60]=3)=[O:53])[N:51]=2)[CH:46]=[CH:45][CH:44]=[CH:43][CH:42]=1. Procedure details: With a method similar to that used for the preparation of racemic trans-2-{4′-[(2-phenyl-5-trifluoromethyl-oxazole-4-carbonyl)-amino]-biphenyl-4-carbonyl}-cyclopentanecarboxylic acid above, racemic 2-{4′-[(2-phenyl-5-trifluoromethyl-oxazole-4-carbonyl)-amino]-biphenyl-4-carbonyl}-cyclohexanecarboxylic acid was prepared from 2-phenyl-5-trifluoromethyl-oxazole-4-carboxylic acid and racemic trans-2-(4′-amino-biphenyl-4-carbonyl)-cyclohexanecarboxylic acid. The racemic product obtained was separated... Starting materials: O[C@@H](C(=O)OCC)[C@H](C1[N@](C1)[C@H](C)C1=CC=CC=C1)O ((2R,3S)-ethyl 2,3-dihydroxy-3-((R)-1-((R)-1-phenylethyl)aziridin-2-yl)propanoate), [Li+].[Cl-] (LiCl), [BH4-].[Na+] (NaBH4), [H-].[Na+] (NaH), alcohol, C1=CC=C(C=C1)CBr (BnBr). Run in CCO (EtOH), C(C)(=O)OCC (ethyl acetate), CN(C)C=O (DMF), CN(C)C=O (DMF). Run at temperature 0 celsius, time 20 hour. Product: C1(=CC=CC=C1)[C@@H](C)[N@@]1C(C1)[C@@H]([C@H](COCC1=CC=CC=C1)OCC1=CC=CC=C1)OCC1=CC=CC=C1 ((R)-1-((R)-1-Phenylethyl)-2-((1S,2S)-1,2,3-tris(benzyloxy)propyl)aziridine). Reaction SMILES: [OH:1][C@H:2]([C@@H:8]([OH:20])[CH:9]1[CH2:11][N@@:10]1[C@@H:12]([C:14]1[CH:19]=[CH:18][CH:17]=[CH:16][CH:15]=1)[CH3:13])[C:3]([O:5][CH2:6][CH3:7])=O.[Li+].[Cl-].[BH4-].[Na+].[H-].[Na+].[CH:27]1[CH:32]=[CH:31][C:30]([CH2:33]Br)=[CH:29][CH:28]=1>CCO.CN(C=O)C.C(OCC)(=O)C>[C:14]1([C@H:12]([N@:10]2[CH2:11][CH:9]2[C@H:8]([O:20][CH2:12][C:14]2[CH:15]=[CH:16][CH:17]=[CH:18][CH:19]=2)[C@@H:2]([O:1][CH2:33][C:30]2[CH:31]=[CH:32][CH:27]=[CH:28][CH:29]=2)[CH2:3][O:5][CH2:6][C:7]2[CH:3]=[CH:2][CH:8]=[CH:9][CH:11]=2)[CH3:13])[CH:19]=[CH:18][CH:17]=[CH:16][CH:15]=1 |f:1.2,3.4,5.6|. Procedure: To a solution of (2R,3S)-ethyl 2,3-dihydroxy-3-((R)-1-((R)-1-phenylethyl)aziridin-2-yl)propanoate (1 g, 3.57 mmol) in EtOH was added LiCl (756 mg, 17.85 mmol, 5 equiv) and NaBH4 (680 mg, 17.85 mmol, 5 equiv) at 0° C. The reaction mixture was stirred for 20 hrs at 0° C. and quenched with water. The reaction mixture was partitioned between ethyl acetate and water. The aqueous layer was extracted with ethyl acetate and the combined organic layers were dried over MgSO4, filtered through a pad of cel...